This data is from the Open Reaction Database (ORD), a public repository of structured organic reaction records. The task is: describe an organic reaction: reactants, conditions, products, and yield The product is CC(C)OC1=CC(=NC=C1)NCCCOC=1C=CC2=C(CC3=C([C@@H](C2)CC(=O)O)C=CC=C3)C1 ((S)-10,11-Dihydro-3-[3-[4-(2-propyloxy)pyridin-2-ylamino]-1-propyloxy]-5H-dibenzo[a,d]cycloheptene-10-acetic Acid). RXN SMILES: [CH3:1][CH:2]([O:4][C:5]1[CH:10]=[CH:9][N:8]=[C:7]([NH:11][CH2:12][CH2:13][CH2:14][O:15][C:16]2[CH:17]=[CH:18][C:19]3[CH2:25][C@@H:24]([CH2:26][C:27]([O:29]C(C)C)=[O:28])[C:23]4[CH:33]=[CH:34][CH:35]=[CH:36][C:22]=4[CH2:21][C:20]=3[CH:37]=2)[CH:6]=1)[CH3:3].CC1C=CN=C(NCCCOC2C=CC3C[C@@H](CC(OCC)=O)C4C=CC=CC=4CC=3C=2)C=1>>[CH3:3][CH:2]([O:4][C:5]1[CH:10]=[CH:9][N:8]=[C:7]([NH:11][CH2:12][CH2:13][CH2:14][O:15][C:16]2[CH:17]=[CH:18][C:19]3[CH2:25][C@@H:24]([CH2:26][C:27]([OH:29])=[O:28])[C:23]4[CH:33]=[CH:34][CH:35]=[CH:36][C:22]=4[CH2:21][C:20]=3[CH:37]=2)[CH:6]=1)[CH3:1]. Procedure: According to the procedure of Example 13 (c), except substituting isopropyl (S)-10,11-dihydro-3-[3-[4-(2-propyloxy)pyridin-2-ylamino]-1-propyloxy]-5H-dibenzo[a,d]cycloheptene-10-acetate for the ethyl (S)-10,11-dihydro-3-[3-(4-methylpyridin-2-ylamino)-1-propyloxy]-5H-dibenzo[a,d]cycloheptene-10-acetate, the title compound was obtained as white powder: MS (ES) 461.3 (M+H)+. Anal. Calcd for C28H32N2O4.0.96 HCl: C, 67.86; H, 6.70; N, 5.65. Found: C, 68.26; H, 6.86; N, 5.25. The reactants are ( c ), CC(C)OC1=CC(=NC=C1)NCCCOC=1C=CC2=C(CC3=C([C@@H](C2)CC(=O)OC(C)C)C=CC=C3)C1 (isopropyl (S)-10,11-dihydro-3-[3-[4-(2-propyloxy)pyridin-2-ylamino]-1-propyloxy]-5H-dibenzo[a,d]cycloheptene-10-acetate), CC1=CC(=NC=C1)NCCCOC=1C=CC2=C(CC3=C([C@@H](C2)CC(=O)OCC)C=CC=C3)C1 (ethyl (S)-10,11-dihydro-3-[3-(4-methylpyridin-2-ylamino)-1-propyloxy]-5H-dibenzo[a,d]cycloheptene-10-acetate). Reactants: ClCCCC(=O)N(CC)CC (4-chloro-N,N-diethylbutanamide), NC1=CC(=C(C=C1Cl)C(=O)NCC1CNCCO1)OC (4-amino-5-chloro-2-methoxy-N-(2-morpholinylmethyl)benzenamide), C([O-])([O-])=O.[Na+].[Na+] (sodium carbonate). Solvent: CN(C=O)C (N,N-dimethyl-formamide). Conditions: temperature 70 celsius, time 48 hour. The product is Cl.NC1=CC(=C(C(=O)NCC2CN(CCO2)CCCC(=O)N(CC)CC)C=C1Cl)OC ((±)-2-[[(4-amino-5-chloro-2-methoxybenzoyl)amino]methyl]-N,N-diethyl4-morpholine-butanamide monohydrochloride). Isolated yield 29.9%. RXN SMILES: [Cl:1][CH2:2][CH2:3][CH2:4][C:5]([N:7]([CH2:10][CH3:11])[CH2:8][CH3:9])=[O:6].[NH2:12][C:13]1[C:18]([Cl:19])=[CH:17][C:16]([C:20]([NH:22][CH2:23][CH:24]2[O:29][CH2:28][CH2:27][NH:26][CH2:25]2)=[O:21])=[C:15]([O:30][CH3:31])[CH:14]=1.C(=O)([O-])[O-].[Na+].[Na+]>CN(C)C=O>[ClH:1].[NH2:12][C:13]1[C:18]([Cl:19])=[CH:17][C:16]([C:20]([NH:22][CH2:23][CH:24]2[O:29][CH2:28][CH2:27][N:26]([CH2:2][CH2:3][CH2:4][C:5]([N:7]([CH2:10][CH3:11])[CH2:8][CH3:9])=[O:6])[CH2:25]2)=[O:21])=[C:15]([O:30][CH3:31])[CH:14]=1 |f:2.3.4,6.7|. Procedure: A mixture of 4-chloro-N,N-diethylbutanamide (2.16 g), 4-amino-5-chloro-2-methoxy-N-(2-morpholinylmethyl)benzenamide (3 g), prepared following the procedure as described in EP-A-0,243,959, and sodium carbonate (1.58 g) in N,N-dimethyl-formamide (90 ml) was stirred for 48 hours at 70° C. The solvent was evaporated and water was added to the residue. This mixture was extracted twice with dichloromethane and the combined extracts were washed with water, dried, filtered and the solvent evaporated. Th... Reactants: CS(=O)(=O)OCCOC1=CC=CC=C1 (2-Phenoxyethyl methanesulfonate), C1(=CC=CC=C1)CC(=O)O (2-phenylacetic acid), C1(=CC=CC=C1)C(C(=O)O)CC (2-phenylbutyric acid). Reaction conditions: temperature 25 celsius, time 1 hour. Yields the product S(=O)(=O)(C)OCCOC1=CC=C(C=C1)C(C1=CC=CC=C1)C(=O)C(C1=CC=CC=C1)C1=CC=C(C=C1)OCCOS(=O)(=O)C (4-(2-mesyloxyethoxy)phenyl benzylketone). Yield: 80.0%. As a reaction SMILES: [CH3:1][S:2]([O:5][CH2:6][CH2:7][O:8][C:9]1[CH:14]=[CH:13][CH:12]=[CH:11][CH:10]=1)(=[O:4])=[O:3].[C:15]1([CH2:21]C(O)=O)[CH:20]=[CH:19][CH:18]=[CH:17][CH:16]=1.[C:25]1([CH:31]([CH2:35][CH3:36])[C:32](O)=[O:33])[CH:30]=[CH:29][CH:28]=[CH:27][CH:26]=1>>[S:2]([O:5][CH2:6][CH2:7][O:8][C:9]1[CH:14]=[CH:13][C:12]([CH:21]([C:32]([CH:31]([C:25]2[CH:30]=[CH:29][C:28]([O:8][CH2:7][CH2:6][O:5][S:2]([CH3:1])(=[O:4])=[O:3])=[CH:27][CH:26]=2)[C:35]2[CH:36]=[CH:11][CH:10]=[CH:9][CH:14]=2)=[O:33])[C:15]2[CH:16]=[CH:17][CH:18]=[CH:19][CH:20]=2)=[CH:11][CH:10]=1)([CH3:1])(=[O:4])=[O:3]. Procedure: The oil comprising 2-Phenoxyethyl methanesulfonate was prepared as described above in Example 1. The acylation and workup procedure was identical to that of Example 1 with the exception that 30.26 g (220 mmol) 2-phenylacetic acid was reacted instead of the 2-phenylbutyric acid. The organic layer obtained by the workup procedure was cooled to 25° C. and stirred at this temperature for 1 hour. The resulting crystallized product was filtered, washed with toluene and dried under vacuum at 40° C. to ...